Dataset: the Open Reaction Database (ORD), a public repository of structured organic reaction records. Task: describe an organic reaction: reactants, conditions, products, and yield Starting materials: S(O)(O)(=O)=O (sulfuric acid), C1=CC=CC=2C3=CC=CC=C3C(C12)=O (9-fluoreneone), II (iodine), I(=O)(=O)(=O)O (periodic acid), glycol. Solvent: O (water), C(C)(=O)O (acetic acid), C(C)(=O)O (acetic acid). Run at temperature 45 celsius, time 1 hour. Product: IC1=CC=2C(C3=CC=CC=C3C2C=C1)=O (2-iodofluoren-9-one). Yield: 266.6%. Reaction SMILES: S(=O)(=O)(O)O.[CH:6]1[C:18]2[C:17](=[O:19])[C:16]3[C:11](=[CH:12][CH:13]=[CH:14][CH:15]=3)[C:10]=2[CH:9]=[CH:8][CH:7]=1.II.[I:22](O)(=O)(=O)=O>C(O)(=O)C.O>[I:22][C:14]1[CH:13]=[CH:12][C:11]2[C:10]3[C:18](=[CH:6][CH:7]=[CH:8][CH:9]=3)[C:17](=[O:19])[C:16]=2[CH:15]=1. Procedure details: Add acetic acid (45 mL), concentrated sulfuric acid (5.4 grams, 0.055 moles), water (10 mL), 9-fluoreneone (9.01 grams, 0.05 moles), iodine (6.0 grams, 0.0237 moles), and periodic acid (2.85 grams, 0.0125 moles) to a 250 mL, 3-neck round-bottom flask equipped with a magnetic stirrer, internal temperature probe, heating mantle, and a glycol-cooled condenser fitted with a nitrogen inlet. Heat the reaction mixture to 45° C. and stir 1 hour, then warm to 50° C. and stir an additional 2.5 hrs. Warm t... Starting materials: C(C)(C)C=1NC=CN1 (2-isopropyl-1H-imidazole), [H-].[Na+] (sodium hydride), BrC=1C=NC=C(C1)CCl (3-bromo-5-chloromethyl-pyridine). Run in CN(C)C=O (DMF). Run at time 20 minute. Yields the product BrC=1C=NC=C(C1)CN1C(=NC=C1)C(C)C (3-Bromo-5-(2-isopropyl-imidazol-1-ylmethyl)-pyridine). Yield: 81.1%. RXN SMILES: [H-].[Na+].[CH:3]([C:6]1[NH:7][CH:8]=[CH:9][N:10]=1)([CH3:5])[CH3:4].[Br:11][C:12]1[CH:13]=[N:14][CH:15]=[C:16]([CH2:18]Cl)[CH:17]=1>CN(C=O)C>[Br:11][C:12]1[CH:13]=[N:14][CH:15]=[C:16]([CH2:18][N:7]2[CH:8]=[CH:9][N:10]=[C:6]2[CH:3]([CH3:5])[CH3:4])[CH:17]=1 |f:0.1|. Procedure details: To a suspension of sodium hydride (60% in mineral oil, 0.073 g, 1.82 mmol) in DMF (3 mL) was added 2-isopropyl-1H-imidazole (0.173 g, 1.57 mmol) and the reaction mixture was stirred at room temperature for 20 min. Then, 3-bromo-5-chloromethyl-pyridine (0.25 g, 1.21 mmol) was added and the resulting suspension was heated at 60° C. overnight. The mixture was quenched with water (2 mL) and extracted with EtOAc (2×10 mL). Combined organics were dried over Na2SO4, filtered and concentrated in vacuo. ...